This data is from the Open Reaction Database (ORD), a public repository of structured organic reaction records. The task is: describe an organic reaction: reactants, conditions, products, and yield The reactants are O (water), NC1=NC(=C(C(=C1C#N)C1=CN=CS1)C#N)S (2-amino-6-sulfanyl-4-(1,3-thiazol-5-yl)pyridine-3,5-dicarbonitrile), ClCC=1N=C(OC1)C1=CC=C(C=C1)Cl (4-(chloromethyl)-2-(4-chlorophenyl)-1,3-oxazole), C([O-])(O)=O.[Na+] (sodium bicarbonate). The solvent is CN(C)C=O (DMF). Product: NC1=NC(=C(C(=C1C#N)C1=CN=CS1)C#N)SCC=1N=C(OC1)C1=CC=C(C=C1)Cl (2-Amino-6-([2-(4-chlorophenyl)-1,3-oxazol-4-yl]methylsulfanyl)-4-(1,3-thiazol-5-yl)pyridine-3,5-dicarbonitrile). Reaction SMILES: [NH2:1][C:2]1[C:7]([C:8]#[N:9])=[C:6]([C:10]2[S:14][CH:13]=[N:12][CH:11]=2)[C:5]([C:15]#[N:16])=[C:4]([SH:17])[N:3]=1.Cl[CH2:19][C:20]1[N:21]=[C:22]([C:25]2[CH:30]=[CH:29][C:28]([Cl:31])=[CH:27][CH:26]=2)[O:23][CH:24]=1.C(=O)(O)[O-].[Na+].O>CN(C=O)C>[NH2:1][C:2]1[C:7]([C:8]#[N:9])=[C:6]([C:10]2[S:14][CH:13]=[N:12][CH:11]=2)[C:5]([C:15]#[N:16])=[C:4]([S:17][CH2:19][C:20]2[N:21]=[C:22]([C:25]3[CH:30]=[CH:29][C:28]([Cl:31])=[CH:27][CH:26]=3)[O:23][CH:24]=2)[N:3]=1 |f:2.3|. Procedure details: 250 mg (0.964 mmol) of 2-amino-6-sulfanyl-4-(1,3-thiazol-5-yl)pyridine-3,5-dicarbonitrile, together with 242 mg (1.060 mmol) of 4-(chloromethyl)-2-(4-chlorophenyl)-1,3-oxazole and 243 mg (2.892 mmol) of sodium bicarbonate, were stirred in 5 ml DMF at room temperature for 1 h. The reaction mixture was added to water, and the resulting precipitate was filtered off and washed with diethyl ether. Drying under reduced pressure gave 53 mg (12% of theory) of the target compound. The reactants are [BH3-]C#N, CC(N)C(=O)NC(Cc1c[nH]c2ccccc12)C(=O)O, [Na+], O=C(O)C(=O)CCc1ccccc1. Yields the product CC(NC(CCc1ccccc1)C(=O)O)C(=O)NC(Cc1c[nH]c2ccccc12)C(=O)O. As a reaction SMILES: [C:34]([BH3-:35])#[N:36].[NH2:14][CH:15]([CH3:16])[C:17](=[O:18])[NH:19][CH:20]([CH2:21][c:22]1[cH:23][nH:24][c:25]2[cH:26][cH:27][cH:28][cH:29][c:30]12)[C:31](=[O:32])[OH:33].[Na+:37].[O:1]=[C:2]([C:3](=[O:4])[OH:5])[CH2:6][CH2:7][c:8]1[cH:9][cH:10][cH:11][cH:12][cH:13]1>>[CH:2]([C:3](=[O:4])[OH:5])([CH2:6][CH2:7][c:8]1[cH:9][cH:10][cH:11][cH:12][cH:13]1)[NH:14][CH:15]([CH3:16])[C:17](=[O:18])[NH:19][CH:20]([CH2:21][c:22]1[cH:23][nH:24][c:25]2[cH:26][cH:27][cH:28][cH:29][c:30]12)[C:31](=[O:32])[OH:33]. Starting materials: CCCCCC1CCNCC1, C1CCOC1, CCCCCC1CCN(C2=CCC(C(=O)OC)CC2)CC1, Cc1ccccc1, Cc1ccc(S(=O)(=O)O)cc1. Yields the product CCCCCC1CCN(C2CCC(C(=O)OC)CC2)CC1. As a reaction SMILES: [CH2:22]([CH:23]1[CH2:24][CH2:25][NH:26][CH2:27][CH2:28]1)[CH2:29][CH2:30][CH2:31][CH3:32].[CH2:51]1[O:52][CH2:53][CH2:54][CH2:55]1.[CH3:1][O:2][C:3](=[O:4])[CH:5]1[CH2:6][CH:7]=[C:8]([N:11]2[CH2:12][CH2:13][CH:14]([CH2:17][CH2:18][CH2:19][CH2:20][CH3:21])[CH2:15][CH2:16]2)[CH2:9][CH2:10]1.[CH3:44][c:45]1[cH:46][cH:47][cH:48][cH:49][cH:50]1.[c:33]1([CH3:34])[cH:35][cH:36][c:37]([S:38]([OH:39])(=[O:40])=[O:41])[cH:42][cH:43]1>>[CH3:1][O:2][C:3](=[O:4])[CH:5]1[CH2:6][CH2:7][CH:8]([N:11]2[CH2:12][CH2:13][CH:14]([CH2:17][CH2:18][CH2:19][CH2:20][CH3:21])[CH2:15][CH2:16]2)[CH2:9][CH2:10]1. Reactants: c1ccc(CN2CC3OC3C2)cc1, ClCCl, Cc1cccc(O)c1C, Cl. Yields the product Cc1cccc(OC2CN(Cc3ccccc3)CC2O)c1C. Reaction SMILES: [CH2:1]([c:2]1[cH:3][cH:4][cH:5][cH:6][cH:7]1)[N:8]1[CH2:9][CH:10]2[CH:11]([CH2:12]1)[O:13]2.[CH2:24]([Cl:25])[Cl:26].[CH3:14][c:15]1[c:16]([OH:22])[cH:17][cH:18][cH:19][c:20]1[CH3:21].[ClH:23]>>[CH2:1]([c:2]1[cH:3][cH:4][cH:5][cH:6][cH:7]1)[N:8]1[CH2:9][CH:10]([OH:13])[CH:11]([O:22][c:16]2[c:15]([CH3:14])[c:20]([CH3:21])[cH:19][cH:18][cH:17]2)[CH2:12]1. The reactants are CCOC(=O)Cc1ccc(NCCCCCCCCCCCBr)cc1, CN(C)P(=O)(N(C)C)N(C)C, c1c[nH]cn1. The product is CCOC(=O)Cc1ccc(NCCCCCCCCCCCn2ccnc2)cc1. Reaction SMILES: [Br:6][CH2:7][CH2:8][CH2:9][CH2:10][CH2:11][CH2:12][CH2:13][CH2:14][CH2:15][CH2:16][CH2:17][NH:18][c:19]1[cH:20][cH:21][c:22]([CH2:25][C:26](=[O:27])[O:28][CH2:29][CH3:30])[cH:23][cH:24]1.[CH3:31][N:32]([P:33]([N:34]([CH3:35])[CH3:36])([N:37]([CH3:38])[CH3:39])=[O:40])[CH3:41].[nH:1]1[cH:2][n:3][cH:4][cH:5]1>>[n:1]1([CH2:7][CH2:8][CH2:9][CH2:10][CH2:11][CH2:12][CH2:13][CH2:14][CH2:15][CH2:16][CH2:17][NH:18][c:19]2[cH:20][cH:21][c:22]([CH2:25][C:26](=[O:27])[O:28][CH2:29][CH3:30])[cH:23][cH:24]2)[cH:2][n:3][cH:4][cH:5]1. Starting materials: CCCC(=O)OC(C)c1nccc(N2CCc3c(nc(C)nc3-c3ccccc3)C2)n1, Cl, [Na+], C1COCCO1, [OH-]. The product is Cc1nc2c(c(-c3ccccc3)n1)CCN(c1ccnc(C(C)O)n1)C2. Reaction SMILES: [C:1](=[O:2])([CH2:3][CH2:4][CH3:5])[O:6][CH:7]([CH3:8])[c:9]1[n:10][cH:11][cH:12][c:13]([N:15]2[CH2:16][c:17]3[n:18][c:19]([CH3:31])[n:20][c:21](-[c:25]4[cH:26][cH:27][cH:28][cH:29][cH:30]4)[c:22]3[CH2:23][CH2:24]2)[n:14]1.[ClH:32].[Na+:34].[O:35]1[CH2:36][CH2:37][O:38][CH2:39][CH2:40]1.[OH-:33]>>[OH:6][CH:7]([CH3:8])[c:9]1[n:10][cH:11][cH:12][c:13]([N:15]2[CH2:16][c:17]3[n:18][c:19]([CH3:31])[n:20][c:21](-[c:25]4[cH:26][cH:27][cH:28][cH:29][cH:30]4)[c:22]3[CH2:23][CH2:24]2)[n:14]1. The reactants are O1CCOC12CCNCC2 (1,4-dioxa-8-azaspiro[4,5]decane), Cl.ClC1=CC=NC=C1 (4-chloropyridine hydrochloride), C([O-])([O-])=O.[K+].[K+] (potassium carbonate). Solvent: C(CC(C)C)O (isoamyl alcohol). The product is CCCCCCCCCC (decane). RXN SMILES: O1[C:5]2([CH2:10][CH2:9]N[CH2:7][CH2:6]2)OCC1.Cl.Cl[C:13]1[CH:18]=[CH:17]N=[CH:15][CH:14]=1.C(=O)([O-])[O-].[K+].[K+]>C(O)CC(C)C>[CH3:15][CH2:14][CH2:13][CH2:18][CH2:17][CH2:9][CH2:10][CH2:5][CH2:6][CH3:7] |f:1.2,3.4.5|. Procedure: A mixture of 1,4-dioxa-8-azaspiro[4,5]decane (51.2 ml), 4-chloropyridine hydrochloride (20 g) and potassium carbonate (18.4 g) in isoamyl alcohol (400 ml) was gently refluxed for 18 hr. The reation mixture was cooled and filtered. The filtrate was evaporated to give a waxy solid which was triturated with hexane to give 8-(4-pyridyl)-1,4-dioxa-8-azaspiro]4,5]decane (24.16 g) as a colourless solid; NMR (d6DMSO) δ 1.65-1.70(4H,m), 3.45-3.55(4H,m), 3.9(4H,s), 6.90(2H,m), 8.15(2H,m); m/Z 221 (M+H)+. Starting materials: CCc1cc(-c2ccc(C(=O)O)s2)c(C)[nH]c1=O, NCc1ccc(C(F)(F)F)cc1. Product: CCc1cc(-c2ccc(C(=O)NCc3ccc(C(F)(F)F)cc3)s2)c(C)[nH]c1=O. RXN SMILES: [CH2:1]([CH3:2])[c:3]1[cH:4][c:5](-[c:11]2[cH:12][cH:13][c:14]([C:16](=[O:17])[OH:18])[s:15]2)[c:6]([CH3:10])[nH:7][c:8]1=[O:9].[F:19][C:20]([c:21]1[cH:22][cH:23][c:24]([CH2:25][NH2:26])[cH:27][cH:28]1)([F:29])[F:30]>>[CH2:1]([CH3:2])[c:3]1[cH:4][c:5](-[c:11]2[cH:12][cH:13][c:14]([C:16](=[O:18])[NH:26][CH2:25][c:24]3[cH:23][cH:22][c:21]([C:20]([F:19])([F:29])[F:30])[cH:28][cH:27]3)[s:15]2)[c:6]([CH3:10])[nH:7][c:8]1=[O:9].